From a dataset of the Open Reaction Database (ORD), a public repository of structured organic reaction records. describe an organic reaction: reactants, conditions, products, and yield The reactants are C(C1=CC=CC=C1)OC1=C(C=CC=C1)C1(CCC1)NC=1C(N(C=C(N1)Br)C=1C=C(C(=O)NC2CC2)C=CC1C)=O (3-(3-(1-(2-(benzyloxy)phenyl)cyclobutylamino)-5-bromo-2-oxopyrazin-1(2H)-yl)-N-cyclopropyl-4-methylbenzamide), C(=O)[O-].[NH4+] (ammonium formate). Conditions: temperature 75 celsius. Procedure details: To 3-(3-(1-(2-(benzyloxy)phenyl)cyclobutylamino)-5-bromo-2-oxopyrazin-1(2H)-yl)-N-cyclopropyl-4-methylbenzamide (Example 268e, 1.537 g) in ethanol (16 mL) was added ammonium formate (2.263 g) and 5% Pd/C (0.546 g) and the reaction heated at 75° C. for 1 h. The mixture was filtered through celite and the solid washed through with ethanol and dichloromethane. The filtrate was collected and the volatiles removed in vacuo. The residue was purified (SiO2 chromatography eluting with 0-30% diethyl ethe... Isolated yield 79.2%. Run in C(C)O (ethanol). The reagents and catalysts are [Pd] (Pd/C). Yields the product C1(CC1)NC(C1=CC(=C(C=C1)C)N1C(C(=NC=C1)NC1(CCC1)C1=C(C=CC=C1)O)=O)=O (N-Cyclopropyl-3-(3-(1-(2-hydroxyphenyl)cyclobutylamino)-2-oxopyrazin-1(2H)-yl)-4-methyl benzamide). As a reaction SMILES: C([O:8][C:9]1[CH:14]=[CH:13][CH:12]=[CH:11][C:10]=1[C:15]1([NH:19][C:20]2[C:21](=[O:40])[N:22]([C:27]3[CH:28]=[C:29]([CH:36]=[CH:37][C:38]=3[CH3:39])[C:30]([NH:32][CH:33]3[CH2:35][CH2:34]3)=[O:31])[CH:23]=[C:24](Br)[N:25]=2)[CH2:18][CH2:17][CH2:16]1)C1C=CC=CC=1.C([O-])=O.[NH4+]>C(O)C.[Pd]>[CH:33]1([NH:32][C:30](=[O:31])[C:29]2[CH:36]=[CH:37][C:38]([CH3:39])=[C:27]([N:22]3[CH:23]=[CH:24][N:25]=[C:20]([NH:19][C:15]4([C:10]5[CH:11]=[CH:12][CH:13]=[CH:14][C:9]=5[OH:8])[CH2:18][CH2:17][CH2:16]4)[C:21]3=[O:40])[CH:28]=2)[CH2:34][CH2:35]1 |f:1.2|. Reactants: COC=1C=CC2=C(SC(=C2C(C2=CC=C(C=C2)O)=O)C2=CC=C(C=C2)OC)C1 (6-Methoxy-2-(4-methoxyphenyl)-3-(4-hydroxybenzoyl)benzo[b]thiophene), CCOC(=O)/N=N/C(=O)OCC (DEAD), C(CCCCC)N1CC(CCC1)CO (1-hexyl-3-piperidine methanol), C1(=CC=CC=C1)P(C1=CC=CC=C1)C1=CC=CC=C1 (triphenylphosphine). Yields the product COC=1C=CC2=C(SC(=C2C(C2=CC=C(C=C2)OCC2CN(CCC2)CCCCCC)=O)C2=CC=C(C=C2)OC)C1 (6-Methoxy-2-(4-Methoxyphenyl)-3-(4-[(1-Hexylpiperidin-3-yl)methoxy]benzoyl)benzo[b]thiophene). The yield is 82.2%. As a reaction SMILES: [CH3:1][O:2][C:3]1[CH:4]=[CH:5][C:6]2[C:10]([C:11](=[O:19])[C:12]3[CH:17]=[CH:16][C:15]([OH:18])=[CH:14][CH:13]=3)=[C:9]([C:20]3[CH:25]=[CH:24][C:23]([O:26][CH3:27])=[CH:22][CH:21]=3)[S:8][C:7]=2[CH:28]=1.[CH2:29]([N:35]1[CH2:40][CH2:39][CH2:38][CH:37]([CH2:41]O)[CH2:36]1)[CH2:30][CH2:31][CH2:32][CH2:33][CH3:34].C1(P(C2C=CC=CC=2)C2C=CC=CC=2)C=CC=CC=1.CCOC(/N=N/C(OCC)=O)=O>>[CH3:1][O:2][C:3]1[CH:4]=[CH:5][C:6]2[C:10]([C:11](=[O:19])[C:12]3[CH:13]=[CH:14][C:15]([O:18][CH2:41][CH:37]4[CH2:38][CH2:39][CH2:40][N:35]([CH2:29][CH2:30][CH2:31][CH2:32][CH2:33][CH3:34])[CH2:36]4)=[CH:16][CH:17]=3)=[C:9]([C:20]3[CH:25]=[CH:24][C:23]([O:26][CH3:27])=[CH:22][CH:21]=3)[S:8][C:7]=2[CH:28]=1. Procedure details: 6-Methoxy-2-(4-methoxyphenyl)-3-(4-hydroxybenzoyl)benzo[b]thiophene (1.17 g, 3.00 mmol), 1-hexyl-3-piperidine methanol (1.69 g, 6.00 mmol), triphenylphosphine (1.57 g, 6.00 mmol), and DEAD (6.0 mmol) were converted to product by the procedure of Example 1 to give 1.41 g of the title compound. Yield: 82%. MS(FD) 572(M+). EA calculated for C35H41NO4S: C, 73.52; H, 7.23; N, 2.45. Found: C, 73.25; H, 7.08; N, 2.71. Starting materials: BrC1=CC=C2C=C(N(C(C2=C1)=O)C)C1=CC(=CC=C1)Cl (7-bromo-3-(3-chlorophenyl)-2-methylisoquinolin-1(2H)-one), BrC1=CC=C2C=C(N(C(C2=C1)=O)C)C1=CC(=CC=C1)Cl (7-bromo-3-(3-chlorophenyl)-2-methylisoquinolin-1(2H)-one), N12CCNC(CC1)CC2 (1,4-diazabicyclo[3.2.2]nonane), CC(C)([O-])C.[Na+] (sodium t-butoxide), C1=CC=C(C=C1)P(C2=CC=CC=C2)C3=C(C4=CC=CC=C4C=C3)C5=C(C=CC6=CC=CC=C65)P(C7=CC=CC=C7)C8=CC=CC=C8 ((+/−) BINAP). The reagents and catalysts are C=1C=CC(=CC1)/C=C/C(=O)/C=C/C2=CC=CC=C2.C=1C=CC(=CC1)/C=C/C(=O)/C=C/C2=CC=CC=C2.C=1C=CC(=CC1)/C=C/C(=O)/C=C/C2=CC=CC=C2.[Pd].[Pd] (tris(dibenzylideneacetone)dipalladium(0)). Run in O1CCOCC1 (dioxane), O (water). Conditions: temperature 85 celsius. Product: N12CCN(C(CC1)CC2)C2=CC=C1C=C(N(C(C1=C2)=O)C)C2=CC(=CC=C2)Cl (7-(1,4-diazabicyclo[3.2.2]nonan-4-yl)-3-(3-chlorophenyl)-2-methylisoquinolin-1(2H)-one). Yield: 35.0%. RXN SMILES: Br[C:2]1[CH:11]=[C:10]2[C:5]([CH:6]=[C:7]([C:14]3[CH:19]=[CH:18][CH:17]=[C:16]([Cl:20])[CH:15]=3)[N:8]([CH3:13])[C:9]2=[O:12])=[CH:4][CH:3]=1.[N:21]12[CH2:29][CH2:28][CH:25]([CH2:26][CH2:27]1)[NH:24][CH2:23][CH2:22]2.CC(C)([O-])C.[Na+].C1C=CC(P(C2C=CC3C(=CC=CC=3)C=2C2C3C(=CC=CC=3)C=CC=2P(C2C=CC=CC=2)C2C=CC=CC=2)C2C=CC=CC=2)=CC=1>O1CCOCC1.O.C1C=CC(/C=C/C(/C=C/C2C=CC=CC=2)=O)=CC=1.C1C=CC(/C=C/C(/C=C/C2C=CC=CC=2)=O)=CC=1.C1C=CC(/C=C/C(/C=C/C2C=CC=CC=2)=O)=CC=1.[Pd].[Pd]>[N:21]12[CH2:29][CH2:28][CH:25]([CH2:26][CH2:27]1)[N:24]([C:2]1[CH:11]=[C:10]3[C:5]([CH:6]=[C:7]([C:14]4[CH:19]=[CH:18][CH:17]=[C:16]([Cl:20])[CH:15]=4)[N:8]([CH3:13])[C:9]3=[O:12])=[CH:4][CH:3]=1)[CH2:23][CH2:22]2 |f:2.3,7.8.9.10.11|. Reported procedure: A mixture of 7-bromo-3-(3-chlorophenyl)-2-methylisoquinolin-1(2H)-one (Intermediate 24A) (50 mg, 0.143 mmol), 1,4-diazabicyclo[3.2.2]nonane (27.2 mg, 0.215 mmol), sodium t-butoxide (55.1 mg, 0.574 mmol), tris(dibenzylideneacetone)dipalladium(0) (13.13 mg, 0.014 mmol) and (+/−) BINAP (26.8 mg, 0.043 mmol) in degassed dioxane (1 mL) was heated to 85° C. under N2 in a sealed vessel overnight. Reaction mixture allowed to cool to room temperature, diluted with water and the product extracted into eth... The reactants are COC1(CCOCC1)\C=C\CS(=O)(=O)C (4-methoxy-4-(3-methanesulfonyl-trans-prop-1-enyl)tetrahydropyran), [Na+].[I-] (NaI). Run in CC(=O)C (acetone). Reaction conditions: time 2 hour. The product is COC1(CCOCC1)\C=C\CI (4-methoxy-4-(3-iodo-trans -prop-1-enyl)tetrahydropyran). Isolated yield 97.1%. As a reaction SMILES: [CH3:1][O:2][C:3]1(/[CH:9]=[CH:10]/[CH2:11]S(C)(=O)=O)[CH2:8][CH2:7][O:6][CH2:5][CH2:4]1.[Na+].[I-:17]>CC(C)=O>[CH3:1][O:2][C:3]1(/[CH:9]=[CH:10]/[CH2:11][I:17])[CH2:8][CH2:7][O:6][CH2:5][CH2:4]1 |f:1.2|. Reported procedure: To a 0° C. solution in acetone of 4-methoxy-4-(3-methanesulfonyl-trans-prop-1-enyl)tetrahydropyran (730 mg, 2.92 mmol), prepared as in step 5, was added NaI (5.84 mmol, 875 mg). The cold bath was removed and the reaction mixture was stirred for 2 hours at ambient temperature. The reaction mixture was then concentrated and the residue partitioned between ether and H2O. The organic phase was washed twice with brine, dried over MgSO4, decolorized with activatedcarbon, filtered, through a pad of cel...